Dataset: the Open Reaction Database (ORD), a public repository of structured organic reaction records. Task: describe an organic reaction: reactants, conditions, products, and yield The reactants are OC1=C(N)C(=CC=C1)[N+](=O)[O-] (2-hydroxy-6-nitroaniline), [H-].[Na+] (NaH), CI (MeI). Solvent: CN(C)C=O (DMF). Run at time 1.5 hour. Yields the product COC1=C(C(=CC=C1)[N+](=O)[O-])N (2-Methoxy-6-nitro-phenylamine). Yield: 91.6%. RXN SMILES: [OH:1][C:2]1[CH:8]=[CH:7][CH:6]=[C:5]([N+:9]([O-:11])=[O:10])[C:3]=1[NH2:4].[H-].[Na+].[CH3:14]I>CN(C=O)C>[CH3:14][O:1][C:2]1[CH:8]=[CH:7][CH:6]=[C:5]([N+:9]([O-:11])=[O:10])[C:3]=1[NH2:4] |f:1.2|. Procedure: To a stirred solution of 20 g (129.9 mmol) 2-hydroxy-6-nitroaniline in 150 ml DMF, NaH (3.42 g, 143 mmol, 95%) is added at 0° C. and stirring is continued for 1.5 h. MeI (9.3 ml, 150 mmol) is added and the reaction mixture is stirred at room temperature for 1 h. After that the reaction mixture is poured on water and extracted (3×) with ethyl acetate. The combined organic layers are washed with water (2×) and brine, dried over MgSO4, filtered and concentrated in vacuo. To the residue 50 ml of hex... The reactants are [H-].[Na+] (sodium hydride), N1C=NC=C1 (imidazole), BrCC1=C(C=C(C(=O)OC)C=C1)OC (methyl 4-(bromomethyl)-3-methoxybenzoate). The solvent is O1CCCC1 (tetrahydrofuran). Reaction conditions: time 10 minute. Product: N1(C=NC=C1)CC1=C(C=C(C(=O)OC)C=C1)OC (methyl 4-(imidazol-1-ylmethyl)-3-methoxybenzoate). As a reaction SMILES: [NH:1]1[CH:5]=[CH:4][N:3]=[CH:2]1.[H-].[Na+].Br[CH2:9][C:10]1[CH:19]=[CH:18][C:13]([C:14]([O:16][CH3:17])=[O:15])=[CH:12][C:11]=1[O:20][CH3:21]>O1CCCC1>[N:1]1([CH2:9][C:10]2[CH:19]=[CH:18][C:13]([C:14]([O:16][CH3:17])=[O:15])=[CH:12][C:11]=2[O:20][CH3:21])[CH:5]=[CH:4][N:3]=[CH:2]1 |f:1.2|. Procedure details: 0.39 g (5.8 mmol) of imidazole are dissolved in 50 mL of tetrahydrofuran and, after the addition of 305.6 mg (6.4 mmol) of sodium hydride (50% in oil), stirred for 10 minutes at ambient temperature. Then 1.5 g (5.8 mmol) of methyl 4-(bromomethyl)-3-methoxybenzoate are added and the mixture is stirred for a further 16 hours. The solvent is distilled off, decomposed with water and extracted with ethyl acetate. The combined organic extracts are dried and concentrated by evaporation. Yield: 1.4 g (9... Reactants: C(C)OC(C=C1CCCCC1)=O (cyclohexylideneacetic acid ethyl ester), [N+](=O)([O-])C (nitromethane), [F-].C(CCC)[N+](CCCC)(CCCC)CCCC (tetrabutylammonium fluoride). The solvent is O1CCCC1 (tetrahydrofuran), O (water). Yields the product C(C)OC(CC1(CCCCC1)C[N+](=O)[O-])=O ((1-Nitromethylcyclohexyl)acetic acid ethyl ester). RXN SMILES: [CH2:1]([O:3][C:4](=[O:12])[CH:5]=[C:6]1[CH2:11][CH2:10][CH2:9][CH2:8][CH2:7]1)[CH3:2].[N+:13]([CH3:16])([O-:15])=[O:14].[F-].C([N+](CCCC)(CCCC)CCCC)CCC>O1CCCC1.O>[CH2:1]([O:3][C:4](=[O:12])[CH2:5][C:6]1([CH2:16][N+:13]([O-:15])=[O:14])[CH2:11][CH2:10][CH2:9][CH2:8][CH2:7]1)[CH3:2] |f:2.3|. Procedure details: 14.8 g (0.088 mol) of the cyclohexylideneacetic acid ethyl ester produced according to 1.1 were dissolved in 50 ml of tetrahydrofuran, 7.11 ml (0.132 mol) of nitromethane and 88 ml of tetrabutylammonium fluoride (1 molar in tetrahydrofuran) were added under a nitrogen atmosphere and refluxed for 20 hours. After cooling, the mixture was diluted with 50 ml of water and extracted three times with dieethyl ether. The organic phase was washed with 10 wt. % aqueous potassium hydrogensulfate solution a... The reactants are C1CCOC1, [Li]CCCC, C=C1C(=CCCl)CC(O[Si](c2ccccc2)(c2ccccc2)C(C)(C)C)CC1O[Si](c1ccccc1)(c1ccccc1)C(C)(C)C, ClCCl, O, OO, c1ccc(Pc2ccccc2)cc1. Product: C=C1C(=CCP(=O)(c2ccccc2)c2ccccc2)CC(O[Si](c2ccccc2)(c2ccccc2)C(C)(C)C)CC1O[Si](c1ccccc1)(c1ccccc1)C(C)(C)C. Reaction SMILES: [CH2:71]1[O:72][CH2:73][CH2:74][CH2:75]1.[CH3:14][CH2:15][CH2:16][CH2:17][Li:18].[Cl:19][CH2:20][CH:21]=[C:22]1[C:23](=[CH2:64])[CH:24]([O:46][Si:47]([c:48]2[cH:49][cH:50][cH:51][cH:52][cH:53]2)([c:54]2[cH:55][cH:56][cH:57][cH:58][cH:59]2)[C:60]([CH3:61])([CH3:62])[CH3:63])[CH2:25][CH:26]([O:28][Si:29]([c:30]2[cH:31][cH:32][cH:33][cH:34][cH:35]2)([c:36]2[cH:37][cH:38][cH:39][cH:40][cH:41]2)[C:42]([CH3:43])([CH3:44])[CH3:45])[CH2:27]1.[Cl:67][CH2:68][Cl:69].[OH2:70].[OH:65][OH:66].[c:1]1([PH:7][c:8]2[cH:9][cH:10][cH:11][cH:12][cH:13]2)[cH:2][cH:3][cH:4][cH:5][cH:6]1>>[c:1]1([P:7]([c:8]2[cH:9][cH:10][cH:11][cH:12][cH:13]2)([CH2:20][CH:21]=[C:22]2[C:23](=[CH2:64])[CH:24]([O:46][Si:47]([c:48]3[cH:49][cH:50][cH:51][cH:52][cH:53]3)([c:54]3[cH:55][cH:56][cH:57][cH:58][cH:59]3)[C:60]([CH3:61])([CH3:62])[CH3:63])[CH2:25][CH:26]([O:28][Si:29]([c:30]3[cH:31][cH:32][cH:33][cH:34][cH:35]3)([c:36]3[cH:37][cH:38][cH:39][cH:40][cH:41]3)[C:42]([CH3:43])([CH3:44])[CH3:45])[CH2:27]2)=[O:65])[cH:2][cH:3][cH:4][cH:5][cH:6]1. Reactants: BrC=1C=C(C=NC1)N (5-Bromopyridin-3-amine), FC1=C(C=CC(=C1)F)S(=O)(=O)Cl (2,4-difluorobenzene-1-sulfonyl chloride), 15b. Product: BrC=1C=C(C=NC1)NS(=O)(=O)C1=C(C=C(C=C1)F)F (N-(5-Bromopyridin-3-yl)-2,4-difluorobenzenesulfonamide). Isolated yield 102.1%. As a reaction SMILES: [Br:1][C:2]1[CH:3]=[C:4]([NH2:8])[CH:5]=[N:6][CH:7]=1.[F:9][C:10]1[CH:15]=[C:14]([F:16])[CH:13]=[CH:12][C:11]=1[S:17](Cl)(=[O:19])=[O:18]>>[Br:1][C:2]1[CH:3]=[C:4]([NH:8][S:17]([C:11]2[CH:12]=[CH:13][C:14]([F:16])=[CH:15][C:10]=2[F:9])(=[O:19])=[O:18])[CH:5]=[N:6][CH:7]=1. Procedure details: 5-Bromopyridin-3-amine (500 mg, 2.89 mmol) was treated with 2,4-difluorobenzene-1-sulfonyl chloride (390 μl, 2.90 mmol) according to the method described in Preparation 15b to give 1.03 g (100% yield) of the title compound as an oil. Purity 74%. Reactants: CCC(NC(=O)c1cncc2c1cnn2-c1ccc(F)cc1)c1ccnc(Br)c1, C1CCOC1, CCOC(C)=O, [Na+], [Na+], O=C([O-])[O-]. Product: C=Cc1cc(C(CC)NC(=O)c2cncc3c2cnn3-c2ccc(F)cc2)ccn1. As a reaction SMILES: [Br:1][c:2]1[n:3][cH:4][cH:5][c:6]([CH:8]([CH2:9][CH3:10])[NH:11][C:12](=[O:13])[c:14]2[c:15]3[c:16]([cH:17][n:18][cH:19]2)[n:20](-[c:23]2[cH:24][cH:25][c:26]([F:29])[cH:27][cH:28]2)[n:21][cH:22]3)[cH:7]1.[CH2:30]1[CH2:31][CH2:34][CH2:33][O:32]1.[CH3:41][CH2:42][O:43][C:44]([CH3:45])=[O:46].[Na+:35].[Na+:36].[O-:37][C:38](=[O:39])[O-:40]>>[c:2]1([CH:30]=[CH2:31])[n:3][cH:4][cH:5][c:6]([CH:8]([CH2:9][CH3:10])[NH:11][C:12](=[O:13])[c:14]2[c:15]3[c:16]([cH:17][n:18][cH:19]2)[n:20](-[c:23]2[cH:24][cH:25][c:26]([F:29])[cH:27][cH:28]2)[n:21][cH:22]3)[cH:7]1.